From a dataset of the Open Reaction Database (ORD), a public repository of structured organic reaction records. describe an organic reaction: reactants, conditions, products, and yield Conditions: time 4 hour. Run in Cl (hydrochloric acid). Starting materials: Cl.C(C)OC([C@H](CCCNC(=N)N)NC([C@H](C1CCCCC1)NC(C(CC1=CC=C(C=C1)C(N)=N)C1CCCCC1)=O)=O)=O (2-(S)-{2(S)-[3-(4-Carbamimidoyl-phenyl)-2-cyclohexyl-propionylamino]-2-cyclohexyl-acetylamino}-5-guanidino-pentanoic acid ethyl ester hydrochloric acid salt), O (Water). As a reaction SMILES: [ClH:1].C([O:4][C:5](=[O:44])[C@@H:6]([NH:14][C:15](=[O:43])[C@@H:16]([NH:23][C:24](=[O:42])[CH:25]([CH:36]1[CH2:41][CH2:40][CH2:39][CH2:38][CH2:37]1)[CH2:26][C:27]1[CH:32]=[CH:31][C:30]([C:33](=[NH:35])[NH2:34])=[CH:29][CH:28]=1)[CH:17]1[CH2:22][CH2:21][CH2:20][CH2:19][CH2:18]1)[CH2:7][CH2:8][CH2:9][NH:10][C:11]([NH2:13])=[NH:12])C.O>Cl>[ClH:1].[C:33]([C:30]1[CH:29]=[CH:28][C:27]([CH2:26][CH:25]([CH:36]2[CH2:37][CH2:38][CH2:39][CH2:40][CH2:41]2)[C:24]([NH:23][C@@H:16]([CH:17]2[CH2:18][CH2:19][CH2:20][CH2:21][CH2:22]2)[C:15]([NH:14][C@@H:6]([CH2:7][CH2:8][CH2:9][NH:10][C:11]([NH2:13])=[NH:12])[C:5]([OH:44])=[O:4])=[O:43])=[O:42])=[CH:32][CH:31]=1)(=[NH:34])[NH2:35] |f:0.1,4.5|. Procedure: 2-(S)-{2(S)-[3-(4-Carbamimidoyl-phenyl)-2-cyclohexyl-propionylamino]-2-cyclohexyl-acetylamino}-5-guanidino-pentanoic acid ethyl ester hydrochloric acid salt (6 mg, 8.07 μmol, less polar diastereomer, example 5) was solved in 4 N hydrochloric acid (1 ml) and stirred for 4 hours at room temperature. Water was added and the reaction mixture lyophilized to give 5 mg (quantitative yield) of the desired product. MS m/z: 570.5 ((M+H)+, 1%), 285.9 ((M+2H)2+, 100%). Yields the product Cl.C(N)(=N)C1=CC=C(C=C1)CC(C(=O)N[C@H](C(=O)N[C@H](C(=O)O)CCCNC(=N)N)C1CCCCC1)C1CCCCC1 (2-(S)-{2-(S)-[3-(4-Carbamimidoyl-phenyl)-2-cyclohexyl-propionylamino]-2-cyclohexyl-acetylamino}-5-guanidino-pentanoic acid hydrochloric acid salt). Yields the product COc1ccc(CSC2CC(C(=O)N3CCN(CCOC(=O)OCc4ccc([N+](=O)[O-])cc4)CC3)N(C(=O)OCc3ccc([N+](=O)[O-])cc3)C2)cc1. Reaction SMILES: [CH2:63]([Cl:64])[Cl:65].[CH3:54][N:55]([CH3:56])[c:57]1[cH:58][cH:59][n:60][cH:61][cH:62]1.[CH3:66][CH2:67][O:68][C:69](=[O:70])[CH3:71].[Cl:1][C:2](=[O:3])[O:4][CH2:5][c:6]1[cH:7][cH:8][c:9]([N+:12](=[O:13])[O-:14])[cH:10][cH:11]1.[OH:15][CH2:16][CH2:17][N:18]1[CH2:19][CH2:20][N:21]([C:24](=[O:25])[CH:26]2[N:27]([C:41](=[O:42])[O:43][CH2:44][c:45]3[cH:46][cH:47][c:48]([N+:51](=[O:52])[O-:53])[cH:49][cH:50]3)[CH2:28][CH:29]([S:31][CH2:32][c:33]3[cH:34][cH:35][c:36]([O:39][CH3:40])[cH:37][cH:38]3)[CH2:30]2)[CH2:22][CH2:23]1>>[C:2](=[O:3])([O:4][CH2:5][c:6]1[cH:7][cH:8][c:9]([N+:12](=[O:13])[O-:14])[cH:10][cH:11]1)[O:15][CH2:16][CH2:17][N:18]1[CH2:19][CH2:20][N:21]([C:24](=[O:25])[CH:26]2[N:27]([C:41](=[O:42])[O:43][CH2:44][c:45]3[cH:46][cH:47][c:48]([N+:51](=[O:52])[O-:53])[cH:49][cH:50]3)[CH2:28][CH:29]([S:31][CH2:32][c:33]3[cH:34][cH:35][c:36]([O:39][CH3:40])[cH:37][cH:38]3)[CH2:30]2)[CH2:22][CH2:23]1. The reactants are ClCCl, CN(C)c1ccncc1, CCOC(C)=O, O=C(Cl)OCc1ccc([N+](=O)[O-])cc1, COc1ccc(CSC2CC(C(=O)N3CCN(CCO)CC3)N(C(=O)OCc3ccc([N+](=O)[O-])cc3)C2)cc1. Reactants: [Br-], CCOC(=O)CCC[P+](c1ccccc1)(c1ccccc1)c1ccccc1, CC(C)(C)[O-], CC(=O)c1ccccc1, [Cl-], [K+], [Na+], C1CCOC1, O. Yields the product CCOC(=O)CCC=C(C)c1ccccc1. Reaction SMILES: [Br-:7].[C:8](=[O:9])([O:10][CH2:11][CH3:12])[CH2:13][CH2:14][CH2:15][P+:16]([c:17]1[cH:18][cH:19][cH:20][cH:21][cH:22]1)([c:23]1[cH:24][cH:25][cH:26][cH:27][cH:28]1)[c:29]1[cH:30][cH:31][cH:32][cH:33][cH:34]1.[CH3:1][C:2]([CH3:3])([O-:4])[CH3:5].[CH3:35][C:36](=[O:37])[c:38]1[cH:39][cH:40][cH:41][cH:42][cH:43]1.[Cl-:45].[K+:6].[Na+:44].[O:47]1[CH2:48][CH2:49][CH2:50][CH2:51]1.[OH2:46]>>[C:8](=[O:9])([O:10][CH2:11][CH3:12])[CH2:13][CH2:14][CH:15]=[C:36]([CH3:35])[c:38]1[cH:39][cH:40][cH:41][cH:42][cH:43]1.